describe an organic reaction: reactants, conditions, products, and yield From a dataset of the Open Reaction Database (ORD), a public repository of structured organic reaction records. Reactants: O (Water), O=C1C=CC=C(N1)C(=O)OC (methyl 6-oxo-1,6-dihydropyridine-2-carboxylate), FS(=O)(=O)C(F)(F)C(=O)O (FSO2CF2CO2H), [H-].[Na+] (NaH). The solvent is CC#N (MeCN). Run at time 30 minute. The product is FC(OC1=CC=CC(=N1)C(=O)OC)F (methyl 6-(difluoromethoxy)picolinate). RXN SMILES: [O:1]=[C:2]1[NH:7][C:6]([C:8]([O:10][CH3:11])=[O:9])=[CH:5][CH:4]=[CH:3]1.[H-].[Na+].FS([C:18](C(O)=O)([F:20])[F:19])(=O)=O.O>CC#N>[F:19][CH:18]([F:20])[O:1][C:2]1[N:7]=[C:6]([C:8]([O:10][CH3:11])=[O:9])[CH:5]=[CH:4][CH:3]=1 |f:1.2|. Reported procedure: A mixture of methyl 6-oxo-1,6-dihydropyridine-2-carboxylate (3.074 g; 20.07 mmol) in anh. MeCN (310 ml) was treated portionwise with NaH (60% dispersion in mineral oil; 2.167 g; 54.19 mmol), and stirring at rt, under nitrogen, was continued for 30 min. FSO2CF2CO2H (6.077 g; 34.12 mmol) was then added dropwise, and the resulting heterogeneous mixture was further stirred at rt, under nitrogen, for 30 min. Water (25 ml) was slowly added, and MeCN was removed under reduced pressure. Water (150 ml) a... Starting materials: O=C(OCc1ccccc1)N1CCC(c2ccccc2)C(O)C1, CO. The product is OC1CNCCC1c1ccccc1. Reaction SMILES: [CH2:1]([O:2][C:3](=[O:4])[N:11]1[CH2:12][CH:13]([OH:23])[CH:14]([c:17]2[cH:18][cH:19][cH:20][cH:21][cH:22]2)[CH2:15][CH2:16]1)[c:5]1[cH:6][cH:7][cH:8][cH:9][cH:10]1.[CH3:24][OH:25]>>[NH:11]1[CH2:12][CH:13]([OH:23])[CH:14]([c:17]2[cH:18][cH:19][cH:20][cH:21][cH:22]2)[CH2:15][CH2:16]1. Starting materials: CCC1(C(C)C(=O)OC)CCCN2CCc3c(n(C)c4ccccc34)C21, CCO, [K+], [OH-]. Product: CCC1(C(C)C(=O)O)CCCN2CCc3c(n(C)c4ccccc34)C21. Reaction SMILES: [CH3:1][O:2][C:3]([CH:4]([CH3:5])[C:6]1([CH2:24][CH3:25])[CH2:7][CH2:8][CH2:9][N:10]2[CH2:11][CH2:12][c:13]3[c:14]([n:16]([CH3:23])[c:17]4[cH:18][cH:19][cH:20][cH:21][c:22]34)[CH:15]12)=[O:26].[CH3:29][CH2:30][OH:31].[K+:28].[OH-:27]>>[O:2]=[C:3]([CH:4]([CH3:5])[C:6]1([CH2:24][CH3:25])[CH2:7][CH2:8][CH2:9][N:10]2[CH2:11][CH2:12][c:13]3[c:14]([n:16]([CH3:23])[c:17]4[cH:18][cH:19][cH:20][cH:21][c:22]34)[CH:15]12)[OH:26]. The reactants are O=C([O-])[O-], COc1cc(OC)cc(C(=O)c2ccc(OC)c(OC)c2O)c1, CI, [Na+], [Na+], CN(C)C=O. Yields the product COc1cc(OC)cc(C(=O)c2ccc(OC)c(OC)c2OC)c1. Reaction SMILES: [C:26](=[O:27])([O-:28])[O-:29].[CH3:1][O:2][c:3]1[cH:4][c:5]([C:11](=[O:12])[c:13]2[c:14]([OH:23])[c:15]([O:21][CH3:22])[c:16]([O:19][CH3:20])[cH:17][cH:18]2)[cH:6][c:7]([O:9][CH3:10])[cH:8]1.[I:24][CH3:25].[Na+:30].[Na+:31].[O:32]=[CH:33][N:34]([CH3:35])[CH3:36]>>[CH3:1][O:2][c:3]1[cH:4][c:5]([C:11](=[O:12])[c:13]2[c:14]([O:23][CH3:26])[c:15]([O:21][CH3:22])[c:16]([O:19][CH3:20])[cH:17][cH:18]2)[cH:6][c:7]([O:9][CH3:10])[cH:8]1. The reactants are C(C)(=O)OC(C)=O (acetic anhydride), O[C@H]1C[C@@H]2CC[C@H]3[C@@H]4CC[C@H](C(C)=O)[C@]4(CC=C3[C@]2(CC1)C)C (3α-Hydroxy-5α-pregn-9(11)-en-20-one), O (water). The solvent is N1=CC=CC=C1 (pyridine). Reaction conditions: time 66 hour. The product is C(C)(=O)O[C@H]1C[C@@H]2CC[C@H]3[C@@H]4CC[C@H](C(C)=O)[C@]4(CC=C3[C@]2(CC1)C)C (3α-Acetoxy- 5α-pregn-9(11)-en-20-one). RXN SMILES: [OH:1][C@@H:2]1[CH2:21][CH2:20][C@@:19]2([CH3:22])[C@@H:4]([CH2:5][CH2:6][C@@H:7]3[C:18]2=[CH:17][CH2:16][C@@:15]2([CH3:23])[C@H:8]3[CH2:9][CH2:10][C@@H:11]2[C:12](=[O:14])[CH3:13])[CH2:3]1.[C:24](OC(=O)C)(=[O:26])[CH3:25].O>N1C=CC=CC=1>[C:24]([O:1][C@@H:2]1[CH2:21][CH2:20][C@@:19]2([CH3:22])[C@@H:4]([CH2:5][CH2:6][C@@H:7]3[C:18]2=[CH:17][CH2:16][C@@:15]2([CH3:23])[C@H:8]3[CH2:9][CH2:10][C@@H:11]2[C:12](=[O:14])[CH3:13])[CH2:3]1)(=[O:26])[CH3:25]. Reported procedure: 3α-Hydroxy-5α-pregn-9(11)-en-20-one (3.7 g.) was dissolved in pyridine (37 ml.) and acetic anhydride (18.5 ml.) added; the reaction was allowed to stand at room temperature for 66 hr. It was then poured into water (4 l.) and stored at 2° for 2 hr., the white solid was filtered off and dried to give the title compound (3.8 g.) m.p. 163°-165°.